From a dataset of the Open Reaction Database (ORD), a public repository of structured organic reaction records. describe an organic reaction: reactants, conditions, products, and yield Reactants: diazonium salt, Cl (hydrochloric acid), N(=O)[O-].[Na+] (sodium nitrite), ice water, S(=O)=O (sulfur dioxide), NC1=C(C=CC=C1)C1=CC=NO1 (5-(2-aminophenyl)isoxazole), cupric chloride dihydrate. The solvent is C(C)(=O)O (acetic acid), O (water), C(C)(=O)O (acetic acid). Run at temperature 10 celsius, time 0.4 hour. Yields the product diazonium salt, O1N=CC=C1C1=C(C=CC=C1)S(=O)(=O)Cl (2-(isoxazol-5-yl)benzenesulfonyl chloride). RXN SMILES: N([O-])=O.[Na+].N[C:6]1[CH:11]=[CH:10][CH:9]=[CH:8][C:7]=1[C:12]1[O:16][N:15]=[CH:14][CH:13]=1.[ClH:17].[S:18](=[O:20])=[O:19]>O.C(O)(=O)C>[O:16]1[C:12]([C:7]2[CH:8]=[CH:9][CH:10]=[CH:11][C:6]=2[S:18]([Cl:17])(=[O:20])=[O:19])=[CH:13][CH:14]=[N:15]1 |f:0.1|. Procedure details: A diazonium salt was prepared by adding a solution of 14.5 g of sodium nitrite in 30 ml of water to a suspension of 32 g of 5-(2-aminophenyl)isoxazole, prepared in Example 3, and 72 ml of concentrated hydrochloric acid in 210 ml of glacial acetic acid cooled at 0° to 5° C. After stirring about 0.4 hour, the diazonium salt suspension was poured in one portion into a mixture consisting of 150 ml of acetic acid, 8.4 g of cupric chloride dihydrate and 60 ml of sulfur dioxide and cooled at 10° C. by ... Reactants: 297(P), NC=1C=2N(C3=CC=CC=C3N1)C(=NN2)CC (4-amino-1-ethyl-[1,2,4]triazolo[4,3-a]quinoxaline), N1=CC=CC=C1 (pyridine), product, C(C)(=O)OC(C)=O (acetic anhydride), O (water). The reagents and catalysts are CN(C1=CC=NC=C1)C (p-dimethylaminopyridine). The product is C(C)(=O)N(C=1C=2N(C3=CC=CC=C3N1)C(=NN2)CC)C(C)=O (4-Diacetylamino-1-ethyl-[1,2,4]triazolo[4,3-a]quinoxaline). Reaction SMILES: [NH2:1][C:2]1[C:3]2[N:4]([C:12]([CH2:15][CH3:16])=[N:13][N:14]=2)[C:5]2[C:10]([N:11]=1)=[CH:9][CH:8]=[CH:7][CH:6]=2.[C:17](OC(=O)C)(=[O:19])[CH3:18].N1[CH:29]=[CH:28]C=CC=1.[OH2:30]>CN(C)C1C=CN=CC=1>[C:17]([N:1]([C:28](=[O:30])[CH3:29])[C:2]1[C:3]2[N:4]([C:12]([CH2:15][CH3:16])=[N:13][N:14]=2)[C:5]2[C:10]([N:11]=1)=[CH:9][CH:8]=[CH:7][CH:6]=2)(=[O:19])[CH3:18]. Procedure details: A mixture consisting of 5.5 g. (0.0258 mole) of 4-amino-1-ethyl-[1,2,4]triazolo[4,3-a]quinoxaline (the product of Example 14) and 25 g. (0.25 mole) of acetic anhydride (25 ml.) in 60 ml. of pyridine containing 100 mg. of p-dimethylaminopyridine was stirred at room temperature overnight (~18 hours). The resulting slurry was then filtered to remove the insolubles and the orange-red filtrate was thereafter evaporated under a high vacuum to give a dark gummy residue. Upon the addition of water, pink... As a reaction SMILES: Cl[C:2]1[N:6]([C:7]2[N:12]=[CH:11][N:10]=[C:9]([NH2:13])[CH:8]=2)[C:5]2[CH:14]=[CH:15][CH:16]=[CH:17][C:4]=2[N:3]=1.C[C:19]1C=[C:23]([N+:25]([O-:27])=[O:26])[CH:22]=[CH:21][C:20]=1N.CS(O)(=O)=O.O.C[N:36]1[CH2:40][CH2:39]N(C)C1=O>>[NH2:13][C:9]1[N:10]=[CH:11][N:12]=[C:7]([N:6]2[C:5]3[CH:14]=[CH:15][CH:16]=[CH:17][C:4]=3[N:3]=[C:2]2[NH:36][C:40]2[CH:39]=[C:23]([N+:25]([O-:27])=[O:26])[CH:22]=[CH:21][C:20]=2[CH3:19])[CH:8]=1. The product is NC1=CC(=NC=N1)N1C(=NC2=C1C=CC=C2)NC2=C(C=CC(=C2)[N+](=O)[O-])C ([1-(6-Amino-pyrimidin-4-yl)-1H-benzoimidazol-2-yl]-(2-methyl-5-nitro-phenyl)-amine). Starting materials: O (water), ClC1=NC2=C(N1C1=CC(=NC=N1)N)C=CC=C2 (6-(2-chloro-benzoimidazol-1-yl)-pyrimidin-4-ylamine), CC1=C(C=CC(=C1)[N+](=O)[O-])N (2-methyl-4-nitro-phenylamine), CS(=O)(=O)O (MeSO3H), CN1C(N(CC1)C)=O (1,3-dimethyl-2-imidazolidinone). Procedure details: A solution of 6-(2-chloro-benzoimidazol-1-yl)-pyrimidin-4-ylamine (110 mg, 0.45 mmol), 2-methyl-4-nitro-phenylamine (103 mg, 0.68 mmol), and MeSO3H (58.0 μL, 0.9 mmol) in 1,3-dimethyl-2-imidazolidinone (0.2 ml) is heated at 90° C. After stirring for 2 hours, the reaction mixture is cooled to room temperature and is treated with water (5 mL). Solid is collected via filtration and further purified by flash chromatography on silica gel (0% MeOH/Dichloromethane to 10% MeOH/Dichloromethane gradient).... Run at time 2 hour. Isolated yield 8.0%. RXN SMILES: [Cl:1][C:2]1[CH:3]=[C:4]2[C:12](=[CH:13][CH:14]=1)[NH:11][C:10]1[CH:9]([NH2:15])[CH2:8][CH2:7][CH2:6][C:5]2=1.Cl[C:17]1[N:22]=[C:21]([CH3:23])[CH:20]=[C:19]([CH3:24])[N:18]=1>>[Cl:1][C:2]1[CH:3]=[C:4]2[C:12](=[CH:13][CH:14]=1)[NH:11][C:10]1[CH:9]([NH:15][C:17]3[N:22]=[C:21]([CH3:23])[CH:20]=[C:19]([CH3:24])[N:18]=3)[CH2:8][CH2:7][CH2:6][C:5]2=1. Starting materials: ClC=1C=C2C=3CCCC(C3NC2=CC1)N (6-chloro-2,3,4,9-tetrahydro-1H-carbazol-1-amine), ClC1=NC(=CC(=N1)C)C (2-chloro-4,6-dimethylpyrimidine). Yields the product ClC=1C=C2C=3CCCC(C3NC2=CC1)NC1=NC(=CC(=N1)C)C (6-Chloro-N-(4,6-dimethylpyrimidin-2-yl)-2,3,4,9-tetrahydro-1H-carbazol-1-amine), pale yellow oil. Reported procedure: 6-Chloro-N-(4,6-dimethylpyrimidin-2-yl)-2,3,4,9-tetrahydro-1H-carbazol-1-amine was prepared from 6-chloro-2,3,4,9-tetrahydro-1H-carbazol-1-amine and 2-chloro-4,6-dimethylpyrimidine in a similar manner as described above to give 6 mg (8% yield) of a pale yellow oil. 1H-NMR (CDCl3): δ 9.23 (s, 1H), 7.45 (s, 1H), 7.16 (d, 1H), 7.07 (d, 1H), 6.42 (s, 1H), 5.25 (m, 1H), 5.20 (m, 1H), 2.70 (m, 2H), 2.35 (s, 6H), 2.29 (m, 1H), 2.03-1.83 (m, 3H); MS m/z 327 (M+1). Yields the product O=C(O)c1cc(Br)cc(C2=NOC(c3ccccn3)C2)c1, Cl. Reactants: CC(C)(C)OC(=O)c1cc(Br)cc(C2=NOC(c3ccccn3)C2)c1, Cl, C1COCCO1. RXN SMILES: [Br:1][c:2]1[cH:3][c:4]([C:5](=[O:6])[O:7][C:8]([CH3:9])([CH3:10])[CH3:11])[cH:12][c:13]([C:15]2=[N:16][O:17][CH:18]([c:20]3[n:21][cH:22][cH:23][cH:24][cH:25]3)[CH2:19]2)[cH:14]1.[ClH:26].[O:27]1[CH2:28][CH2:29][O:30][CH2:31][CH2:32]1>>[Br:1][c:2]1[cH:3][c:4]([C:5](=[O:6])[OH:7])[cH:12][c:13]([C:15]2=[N:16][O:17][CH:18]([c:20]3[n:21][cH:22][cH:23][cH:24][cH:25]3)[CH2:19]2)[cH:14]1.[ClH:26]. Reactants: C[O-], CO, CC12CCC(=O)C=C1CCC1C2=CCC2(C)C(=C(Cl)C(Cl)S(=O)c3ccccc3)CCC12, [Na+], CN(C)C=O, O. Product: COC(=C1CCC2C3CCC4=CC(=O)CCC4(C)C3=CCC12C)C(Cl)S(=O)c1ccccc1. RXN SMILES: [CH3:38][O-:39].[CH3:41][OH:42].[Cl:1][C:2]([CH:3]([S:4](=[O:5])[c:6]1[cH:7][cH:8][cH:9][cH:10][cH:11]1)[Cl:12])=[C:13]1[CH2:14][CH2:15][CH:16]2[CH:17]3[CH2:18][CH2:19][C:20]4=[CH:21][C:22](=[O:32])[CH2:23][CH2:24][C:25]4([CH3:26])[C:27]3=[CH:28][CH2:29][C:30]12[CH3:31].[Na+:40].[O:33]=[CH:34][N:35]([CH3:36])[CH3:37].[OH2:43]>>[C:2]([CH:3]([S:4](=[O:5])[c:6]1[cH:7][cH:8][cH:9][cH:10][cH:11]1)[Cl:12])(=[C:13]1[CH2:14][CH2:15][CH:16]2[CH:17]3[CH2:18][CH2:19][C:20]4=[CH:21][C:22](=[O:32])[CH2:23][CH2:24][C:25]4([CH3:26])[C:27]3=[CH:28][CH2:29][C:30]12[CH3:31])[O:33][CH3:34].